Dataset: the Open Reaction Database (ORD), a public repository of structured organic reaction records. Task: describe an organic reaction: reactants, conditions, products, and yield The reactants are Cl (HCl), C(CCC)C=1N=NC(=CC1C1=CC=C(C=C1)O)OC1CCN(CC1)C (4-[3-butyl-6-(1-methyl-piperidin-4-yloxy)-pyridazin-4-yl]-phenol), ClC1=CC=C(CBr)C=C1 (4-chlorobenzyl bromide), C([O-])([O-])=O.[K+].[K+] (potassium carbonate). The solvent is CCOCC (ether), CN(C)C=O (DMF), C(Cl)Cl (DCM), O.CCOC(=O)C (water EtOAc). Conditions: temperature 80 celsius, time 10 minute. Product: Cl.Cl.C(CCC)C=1N=NC(=CC1C1=CC=C(C=C1)OCC1=CC=C(C=C1)Cl)OC1CCN(CC1)C (3-butyl-4-[4-(4-chloro-benzyloxy)-phenyl]-6-(1-methyl-piperidin-4-yloxy)-pyridazine dihydrochloride). Reaction SMILES: [CH2:1]([C:5]1[N:6]=[N:7][C:8]([O:18][CH:19]2[CH2:24][CH2:23][N:22]([CH3:25])[CH2:21][CH2:20]2)=[CH:9][C:10]=1[C:11]1[CH:16]=[CH:15][C:14]([OH:17])=[CH:13][CH:12]=1)[CH2:2][CH2:3][CH3:4].[Cl:26][C:27]1[CH:34]=[CH:33][C:30]([CH2:31]Br)=[CH:29][CH:28]=1.C(=O)([O-])[O-].[K+].[K+].[ClH:41]>CN(C=O)C.O.CCOC(C)=O.C(Cl)Cl.CCOCC>[ClH:26].[ClH:41].[CH2:1]([C:5]1[N:6]=[N:7][C:8]([O:18][CH:19]2[CH2:20][CH2:21][N:22]([CH3:25])[CH2:23][CH2:24]2)=[CH:9][C:10]=1[C:11]1[CH:12]=[CH:13][C:14]([O:17][CH2:31][C:30]2[CH:33]=[CH:34][C:27]([Cl:26])=[CH:28][CH:29]=2)=[CH:15][CH:16]=1)[CH2:2][CH2:3][CH3:4] |f:2.3.4,7.8,11.12.13|. Reported procedure: To a solution of 4-[3-butyl-6-(1-methyl-piperidin-4-yloxy)-pyridazin-4-yl]-phenol (Example 19, 0.2 mmol, 69 mg) in dry DMF (1 mL) was added 4-chlorobenzyl bromide (0.4 mmol, 83 mg), and potassium carbonate (0.4 mmol, 56 mg). And the mixture was stirred at 80° C. over night. It was then diluted with water/EtOAc. The organic layers were combined, dried, and condensed in vacuo and the residue was purified by silica gel chromatography (DCM to DCM+10% MeOH) to give a colorless sticky solid, which was... Reactants: CC(=O)[O-], CCO, O=C(c1ccc(F)cc1F)C1CCN(Cc2ccccc2)C1, [NH4+], O. The product is ON=C(c1ccc(F)cc1F)C1CCN(Cc2ccccc2)C1. Reaction SMILES: [CH3:24][C:25]([O-:26])=[O:27].[CH3:28][CH2:29][OH:30].[F:1][c:2]1[c:3]([C:9](=[O:10])[CH:11]2[CH2:12][N:13]([CH2:16][c:17]3[cH:18][cH:19][cH:20][cH:21][cH:22]3)[CH2:14][CH2:15]2)[cH:4][cH:5][c:6]([F:8])[cH:7]1.[NH4+:23].[OH2:31]>>[F:1][c:2]1[c:3]([C:9]([CH:11]2[CH2:12][N:13]([CH2:16][c:17]3[cH:18][cH:19][cH:20][cH:21][cH:22]3)[CH2:14][CH2:15]2)=[N:23][OH:26])[cH:4][cH:5][c:6]([F:8])[cH:7]1. The reactants are O.NN (Hydrazine monohydrate), COCC(CC#N)=O (4-methoxy-3-oxobutyronitrile). Solvent: C(C)O (ethanol). Product: COCC=1C=C(NN1)N (5-methoxymethyl-2H-pyrazol-3-ylamine). The yield is 53.0%. As a reaction SMILES: O.[NH2:2][NH2:3].[CH3:4][O:5][CH2:6][C:7](=O)[CH2:8][C:9]#[N:10]>C(O)C>[CH3:4][O:5][CH2:6][C:7]1[CH:8]=[C:9]([NH2:10])[NH:2][N:3]=1 |f:0.1|. Reported procedure: Hydrazine monohydrate (0.49 ml) was added to a solution of the thus obtained 4-methoxy-3-oxobutyronitrile (1.14 g) in ethanol (50 ml), and refluxed for 17 hours. The reaction mixture was cooled to room temperature and concentrated under reduced pressure. The residue was purified by column chromatography (eluting solvent; dichloromethane:methanol 50:1) to give 5-methoxymethyl-2H-pyrazol-3-ylamine (684 mg, Y.:53%). Procedure details: To a mixture of N-(3-(dimethylamino)-1-{-4-[9-phenyl-3-(2-pyrimidinyl)[1,2,4]triazolo[3,4-f]-1,6-naphthyridin-8-yl]phenyl}cyclobutyl)-2,2,2-trifluoroacetamide (4-4) (10 mg, 0.016 mmol) in EtOH (1.0 mL) was added KOH (1M in water, 0.1 mL, 0.10 mmol), and the mixture was heated under microwave irradiation at 100° C. for 40 minutes. To the mixture was added EtOAc, sat. NaHCO3, and brine. The resulting solid was collected by filtration to give N3,N3-dimethyl-1-{4-[9-phenyl-3-(2-pyrimidinyl)-[1,2,4]t... Reactants: CN(C1CC(C1)(C1=CC=C(C=C1)C1=NC=2C=CN3C(C2C=C1C1=CC=CC=C1)=NN=C3C3=NC=CC=N3)NC(C(F)(F)F)=O)C (N-(3-(dimethylamino)-1-{-4-[9-phenyl-3-(2-pyrimidinyl)[1,2,4]triazolo[3,4-f]-1,6-naphthyridin-8-yl]phenyl}cyclobutyl)-2,2,2-trifluoroacetamide), CCOC(=O)C (EtOAc), C(=O)(O)[O-].[Na+] (NaHCO3), [OH-].[K+] (KOH). The solvent is CCO (EtOH), [Cl-].[Na+].O (brine). Run at temperature 100 celsius. The product is CN(C1CC(C1)(N)C1=CC=C(C=C1)C1=NC=2C=CN3C(C2C=C1C1=CC=CC=C1)=NN=C3C3=NC=CC=N3)C (N3,N3-dimethyl-1-{4-[9-phenyl-3-(2-pyrimidinyl)[1,2,4]triazolo[3,4-f]-1,6-naphthyridin-8-yl]phenyl}-1,3-cyclobutanediamine). Reaction SMILES: [CH3:1][N:2]([CH3:45])[CH:3]1[CH2:6][C:5]([NH:38]C(=O)C(F)(F)F)([C:7]2[CH:12]=[CH:11][C:10]([C:13]3[C:22]([C:23]4[CH:28]=[CH:27][CH:26]=[CH:25][CH:24]=4)=[CH:21][C:20]4[C:19]5=[N:29][N:30]=[C:31]([C:32]6[N:37]=[CH:36][CH:35]=[CH:34][N:33]=6)[N:18]5[CH:17]=[CH:16][C:15]=4[N:14]=3)=[CH:9][CH:8]=2)[CH2:4]1.[OH-].[K+].CCOC(C)=O.C([O-])(O)=O.[Na+]>CCO.[Cl-].[Na+].O>[CH3:1][N:2]([CH3:45])[CH:3]1[CH2:4][C:5]([C:7]2[CH:12]=[CH:11][C:10]([C:13]3[C:22]([C:23]4[CH:28]=[CH:27][CH:26]=[CH:25][CH:24]=4)=[CH:21][C:20]4[C:19]5=[N:29][N:30]=[C:31]([C:32]6[N:37]=[CH:36][CH:35]=[CH:34][N:33]=6)[N:18]5[CH:17]=[CH:16][C:15]=4[N:14]=3)=[CH:9][CH:8]=2)([NH2:38])[CH2:6]1 |f:1.2,4.5,7.8.9|. Reactants: C[Si](C)(C)c1cc(Br)cc(Br)c1, [Li]CCCC, C[Si](C)(C)Cl, CCOCC, Cl. The product is C[Si](C)(C)c1cc(Br)cc([Si](C)(C)C)c1. Reaction SMILES: [Br:1][c:2]1[cH:3][c:4]([Si:9]([CH3:10])([CH3:11])[CH3:12])[cH:5][c:6]([Br:8])[cH:7]1.[CH3:13][CH2:14][CH2:15][CH2:16][Li:17].[CH3:18][Si:19]([CH3:20])([CH3:21])[Cl:22].[CH3:24][CH2:25][O:26][CH2:27][CH3:28].[ClH:23]>>[c:2]1([Si:19]([CH3:18])([CH3:20])[CH3:21])[cH:3][c:4]([Si:9]([CH3:10])([CH3:11])[CH3:12])[cH:5][c:6]([Br:8])[cH:7]1. Starting materials: O=C([O-])[O-], CI, CC(C)=O, [K+], [K+], Oc1c(F)ccc(Br)c1F. As a reaction SMILES: [C:11](=[O:12])([O-:13])[O-:14].[CH3:17][I:18].[CH3:19][C:20](=[O:21])[CH3:22].[K+:15].[K+:16].[OH:1][c:2]1[c:3]([F:10])[c:4]([Br:9])[cH:5][cH:6][c:7]1[F:8]>>[O:1]([c:2]1[c:3]([F:10])[c:4]([Br:9])[cH:5][cH:6][c:7]1[F:8])[CH3:11]. The product is COc1c(F)ccc(Br)c1F. Reactants: resultant mixture, CC=1NC(=C(C(C1C(=O)OCC)C1=C(C=CC=C1)[N+](=O)[O-])C(=O)OCC)CO (diethyl 2-methyl-4-(2-nitrophenyl)-6-hydroxymethyl-1,4-dihydropyridine-3,5-dicarboxylate), C(C1=CC=CC=C1)(=O)Cl (benzoyl chloride). Solvent: N1=CC=CC=C1 (pyridine), N1=CC=CC=C1 (pyridine), C(Cl)Cl (methylene chloride). Run at time 2 hour. Yields the product CC=1NC(=C(C(C1C(=O)OCC)C1=C(C=CC=C1)[N+](=O)[O-])C(=O)OCC)COC(C1=CC=CC=C1)=O (diethyl 2-methyl-4-(2-nitrophenyl)-6-benzoyloxymethyl-1,4-dihydropyridine-3,5-dicarboxylate). RXN SMILES: [CH3:1][C:2]1[NH:3][C:4]([CH2:27][OH:28])=[C:5]([C:22]([O:24][CH2:25][CH3:26])=[O:23])[CH:6]([C:13]2[CH:18]=[CH:17][CH:16]=[CH:15][C:14]=2[N+:19]([O-:21])=[O:20])[C:7]=1[C:8]([O:10][CH2:11][CH3:12])=[O:9].[C:29](Cl)(=[O:36])[C:30]1[CH:35]=[CH:34][CH:33]=[CH:32][CH:31]=1>N1C=CC=CC=1.C(Cl)Cl>[CH3:1][C:2]1[NH:3][C:4]([CH2:27][O:28][C:29](=[O:36])[C:30]2[CH:35]=[CH:34][CH:33]=[CH:32][CH:31]=2)=[C:5]([C:22]([O:24][CH2:25][CH3:26])=[O:23])[CH:6]([C:13]2[CH:18]=[CH:17][CH:16]=[CH:15][C:14]=2[N+:19]([O-:21])=[O:20])[C:7]=1[C:8]([O:10][CH2:11][CH3:12])=[O:9]. Procedure details: to a solution of diethyl 2-methyl-4-(2-nitrophenyl)-6-hydroxymethyl-1,4-dihydropyridine-3,5-dicarboxylate (1.95 g) in pyridine (25 ml) was dropwise added a solution of benzoyl chloride (2.0 g) in methylene chloride (5 ml) over 5 minutes at 5° to 6° C. with stirring. The resultant mixture was stirred for 15 minutes at the same temperature and then at room temperature for 2 hours, and followed by stirring at 50° C. for an hour and a half. After the reaction was over, the pyridine was distilled off...